From a dataset of the Open Reaction Database (ORD), a public repository of structured organic reaction records. describe an organic reaction: reactants, conditions, products, and yield Starting materials: CC1=C(C=C(C(=C1Br)O)Br)C2(C=3C=CC=CC3S(=O)(=O)O2)C=4C=C(C(=C(C4C)Br)O)Br (bromocresol green), C1=C(C=CC=2C3=CC=CC=C3C3=CC=CC=C3C12)C=O (2-triphenylenecarbaldehyde), CC(CO)(CO)N (2-methyl-2-amino-1,3-propanediol), C1(=CC=C(C=C1)S(=O)(=O)O)C (p-toluenesulfonic acid), solution, Cl (HCl), [BH3-]C#N.[Na+] (NaBH3CN), [BH3-]C#N.[Na+] (NaBH3CN), gas, Cl (HCl). The solvent is CCO (EtOH), CCO (EtOH), O (H2O), CCOCC (ether), CCO (EtOH), C1(=CC=CC=C1)C (PhCH3), O (H2O). Run at time 8 hour. The product is Cl.CC(CO)(CO)NCC1=CC=2C3=CC=CC=C3C3=CC=CC=C3C2C=C1 (2-Methyl-2-((2-triphenylenylmethyl)amino)-1,3-propanediol hydrochloride). RXN SMILES: [CH:1]1[C:18]2[C:17]3[C:12](=[CH:13][CH:14]=[CH:15][CH:16]=3)[C:11]3[C:6](=[CH:7][CH:8]=[CH:9][CH:10]=3)[C:5]=2[CH:4]=[CH:3][C:2]=1[CH:19]=O.[CH3:21][C:22]([NH2:27])([CH2:25][OH:26])[CH2:23][OH:24].C1(C)C=CC(S(O)(=O)=O)=CC=1.[BH3-]C#N.[Na+].CC1C(Br)=C(O)C(Br)=CC=1C1(C2C=C(Br)C(O)=C(Br)C=2C)OS(=O)(=O)C2C=CC=CC1=2.[ClH:74]>CCO.CCOCC.O.C1(C)C=CC=CC=1>[ClH:74].[CH3:21][C:22]([NH:27][CH2:19][C:2]1[CH:3]=[CH:4][C:5]2[C:6]3[C:11](=[CH:10][CH:9]=[CH:8][CH:7]=3)[C:12]3[C:17](=[CH:16][CH:15]=[CH:14][CH:13]=3)[C:18]=2[CH:1]=1)([CH2:25][OH:26])[CH2:23][OH:24] |f:3.4,11.12|. Procedure: To a 1 L Erlenmeyer flask was added 2-triphenylenecarbaldehyde 5.13 g, (20 mmol), 2-methyl-2-amino-1,3-propanediol (Aldrich, 2.2 g, 21 mmol), p-toluenesulfonic acid.H2O (Eastman Kodak Co., Rochester, NY, 14650, 0.1 g, 0.5 mmol), and PhCH3 (250 mL). The mixture was warmed to reflux for a few minutes and H2O (2-3 mL) was driven off. The resulting golden colored solution was allowed to cool to RT, diluted with absolute EtOH (250 mL) and stirred overnight. NaBH3CN (Aldrich, 95%, 0.63 g, 10 mmol) was... The reactants are Cc1c(Br)c(=O)n(C2CCCC2)c2nc(Nc3ccc(N4CCN(C(=O)OC(C)(C)C)CC4)cn3)ncc12, C=C(OCC)[Sn](CCCC)(CCCC)CCCC, Cc1ccccc1, c1ccc(P(c2ccccc2)(c2ccccc2)[Pd](P(c2ccccc2)(c2ccccc2)c2ccccc2)(P(c2ccccc2)(c2ccccc2)c2ccccc2)P(c2ccccc2)(c2ccccc2)c2ccccc2)cc1. Yields the product C=C(OCC)c1c(C)c2cnc(Nc3ccc(N4CCN(C(=O)OC(C)(C)C)CC4)cn3)nc2n(C2CCCC2)c1=O. As a reaction SMILES: [C:1]([CH3:2])([CH3:3])([CH3:4])[O:5][C:6](=[O:7])[N:8]1[CH2:9][CH2:10][N:11]([c:14]2[cH:15][n:16][c:17]([NH:20][c:21]3[n:22][cH:23][c:24]4[c:25]([n:26]3)[n:27]([CH:34]3[CH2:35][CH2:36][CH2:37][CH2:38]3)[c:28](=[O:33])[c:29]([Br:32])[c:30]4[CH3:31])[cH:18][cH:19]2)[CH2:12][CH2:13]1.[CH2:39]([Sn:40]([CH2:41][CH2:42][CH2:43][CH3:49])([C:44](=[CH2:45])[O:46][CH2:47][CH3:48])[CH2:50][CH2:51][CH2:52][CH3:53])[CH2:54][CH2:55][CH3:56].[CH3:57][c:58]1[cH:59][cH:60][cH:61][cH:62][cH:63]1.[cH:64]1[cH:65][cH:66][c:67]([P:68]([Pd:69]([P:70]([c:71]2[cH:72][cH:73][cH:74][cH:75][cH:76]2)([c:77]2[cH:78][cH:79][cH:80][cH:81][cH:82]2)[c:83]2[cH:84][cH:85][cH:86][cH:87][cH:88]2)([P:89]([c:90]2[cH:91][cH:92][cH:93][cH:94][cH:95]2)([c:96]2[cH:97][cH:98][cH:99][cH:100][cH:101]2)[c:102]2[cH:103][cH:104][cH:105][cH:106][cH:107]2)[P:108]([c:109]2[cH:110][cH:111][cH:112][cH:113][cH:114]2)([c:115]2[cH:116][cH:117][cH:118][cH:119][cH:120]2)[c:121]2[cH:122][cH:123][cH:124][cH:125][cH:126]2)([c:127]2[cH:128][cH:129][cH:130][cH:131][cH:132]2)[c:133]2[cH:134][cH:135][cH:136][cH:137][cH:138]2)[cH:139][cH:140]1>>[C:1]([CH3:2])([CH3:3])([CH3:4])[O:5][C:6](=[O:7])[N:8]1[CH2:9][CH2:10][N:11]([c:14]2[cH:15][n:16][c:17]([NH:20][c:21]3[n:22][cH:23][c:24]4[c:25]([n:26]3)[n:27]([CH:34]3[CH2:35][CH2:36][CH2:37][CH2:38]3)[c:28](=[O:33])[c:29]([C:44](=[CH2:45])[O:46][CH2:47][CH3:48])[c:30]4[CH3:31])[cH:18][cH:19]2)[CH2:12][CH2:13]1. Starting materials: CC1(C=2C=CC(=CC2C(CC1)(C)C)N)C (5,6,7,8-tetrahydro-5,5,8,8-tetramethyl-2-naphthylamine), IC1=CC=C(C(=O)O)C=C1 (4-iodobenzoic acid), CN1CCOCC1 (N-methylmorpholine), Cu2O, Cl (hydrochloric acid). Solvent: O1CCOCC1 (dioxane). Product: CC1(C=2C=CC(=CC2C(CC1)(C)C)NC1=CC=C(C(=O)O)C=C1)C (4-(5,6,7,8-tetrahydro-5,5,8,8-tetramethyl-2-naphthylamino)benzoic acid). As a reaction SMILES: [CH3:1][C:2]1([CH3:15])[CH2:11][CH2:10][C:9]([CH3:13])([CH3:12])[C:8]2[CH:7]=[C:6]([NH2:14])[CH:5]=[CH:4][C:3]1=2.I[C:17]1[CH:25]=[CH:24][C:20]([C:21]([OH:23])=[O:22])=[CH:19][CH:18]=1.CN1CCOCC1.Cl>O1CCOCC1>[CH3:1][C:2]1([CH3:15])[CH2:11][CH2:10][C:9]([CH3:13])([CH3:12])[C:8]2[CH:7]=[C:6]([NH:14][C:17]3[CH:25]=[CH:24][C:20]([C:21]([OH:23])=[O:22])=[CH:19][CH:18]=3)[CH:5]=[CH:4][C:3]1=2. Procedure: 1.02 g (5 mmol) of 5,6,7,8-tetrahydro-5,5,8,8-tetramethyl-2-naphthylamine, 1.24 g (5 mmol) of 4-iodobenzoic acid, 820 μl (7.5 mmol) of N-methylmorpholine, 360 mg (2.5 mmol) of Cu2O and 15 ml of dioxane were introduced successively into a round-bottomed flask. The entire contents were heated at reflux for 24 hours, the reaction medium poured into 15 ml of 5N hydrochloric acid, the precipitate filtered and the latter washed with water. Starting materials: Cl.CN(CCCN=C=NCC)C (1-(3-Dimethylaminopropyl)-3-ethylcarbodiimide hydrochloride), C1(CCCC1)SC1=C(C=NN1C1=CC=C(C=C1)C(=O)OC)C(=O)O (5-(cyclopentylthio)-1-(4-(methoxycarbonyl)phenyl)-1H-pyrazole-4-carboxylic acid), Cl.C12C(C3CC(CC(C1)C3)C2)N (2-Adamantanamine hydrochloride), ON1N=NC2=C1C=CC=C2 (1-Hydroxybenzotriazole), C(C)N(C(C)C)C(C)C (N-Ethyldiisopropylamine). Solvent: CN(C)C=O (DMF). Conditions: temperature 20 celsius, time 18 hour. The product is C12C(C3CC(CC(C1)C3)C2)NC(=O)C=2C=NN(C2SC2CCCC2)C2=CC=C(C(=O)OC)C=C2 (methyl 4-[4-(2-adamantylcarbamoyl)-5-cyclopentylsulfanyl-pyrazol-1-yl]benzoate). Reaction SMILES: Cl.CN(C)CCCN=C=NCC.[CH:13]1([S:18][C:19]2[N:23]([C:24]3[CH:29]=[CH:28][C:27]([C:30]([O:32][CH3:33])=[O:31])=[CH:26][CH:25]=3)[N:22]=[CH:21][C:20]=2[C:34](O)=[O:35])[CH2:17][CH2:16][CH2:15][CH2:14]1.Cl.[CH:38]12[CH2:47][CH:42]3[CH2:43][CH:44]([CH2:46][CH:40]([CH2:41]3)[CH:39]1[NH2:48])[CH2:45]2.ON1C2C=CC=CC=2N=N1.C(N(C(C)C)C(C)C)C>CN(C=O)C>[CH:38]12[CH2:47][CH:42]3[CH2:43][CH:44]([CH2:46][CH:40]([CH2:41]3)[CH:39]1[NH:48][C:34]([C:20]1[CH:21]=[N:22][N:23]([C:24]3[CH:29]=[CH:28][C:27]([C:30]([O:32][CH3:33])=[O:31])=[CH:26][CH:25]=3)[C:19]=1[S:18][CH:13]1[CH2:14][CH2:15][CH2:16][CH2:17]1)=[O:35])[CH2:45]2 |f:0.1,3.4|. Procedure details: 1-(3-Dimethylaminopropyl)-3-ethylcarbodiimide hydrochloride (199 mg, 1.04 mmol) was added in one portion to 5-(cyclopentylthio)-1-(4-(methoxycarbonyl)phenyl)-1H-pyrazole-4-carboxylic acid (Intermediate#93) (300 mg, 0.87 mmol), 2-Adamantanamine hydrochloride (179 mg, 0.95 mmol), 1-Hydroxybenzotriazole (140 mg, 1.04 mmol) and N-Ethyldiisopropylamine (0.450 mL, 2.60 mmol) in DMF (7 mL) at 20° C. under nitrogen. The resulting mixture was stirred at 20° C. for 18 hours. Starting materials: CCCCCCCCCCCCCC(CC(=O)OCC(Cl)(Cl)Cl)OC(=O)C(CCCNC(=O)OC(C)(C)C)NC(=O)OCc1ccccc1, CC(=O)O, [Zn]. The product is CCCCCCCCCCCCCC(CC(=O)O)OC(=O)C(CCCNC(=O)OC(C)(C)C)NC(=O)OCc1ccccc1. Reaction SMILES: [CH2:1]([c:2]1[cH:3][cH:4][cH:5][cH:6][cH:7]1)[O:8][C:9](=[O:10])[NH:11][CH:12]([CH2:13][CH2:14][CH2:15][NH:16][C:17](=[O:18])[O:19][C:20]([CH3:21])([CH3:22])[CH3:23])[C:24](=[O:25])[O:26][CH:27]([CH2:28][C:29](=[O:30])[O:31][CH2:32][C:33]([Cl:34])([Cl:35])[Cl:36])[CH2:37][CH2:38][CH2:39][CH2:40][CH2:41][CH2:42][CH2:43][CH2:44][CH2:45][CH2:46][CH2:47][CH2:48][CH3:49].[CH3:50][C:51](=[O:52])[OH:53].[Zn:54]>>[CH2:1]([c:2]1[cH:3][cH:4][cH:5][cH:6][cH:7]1)[O:8][C:9](=[O:10])[NH:11][CH:12]([CH2:13][CH2:14][CH2:15][NH:16][C:17](=[O:18])[O:19][C:20]([CH3:21])([CH3:22])[CH3:23])[C:24](=[O:25])[O:26][CH:27]([CH2:28][C:29](=[O:30])[OH:31])[CH2:37][CH2:38][CH2:39][CH2:40][CH2:41][CH2:42][CH2:43][CH2:44][CH2:45][CH2:46][CH2:47][CH2:48][CH3:49].